This data is from the Open Reaction Database (ORD), a public repository of structured organic reaction records. The task is: describe an organic reaction: reactants, conditions, products, and yield Reactants: COC(=O)c1nc(Br)ccc1Cl, O, O=[N+]([O-])O, O=S(=O)(O)O. Product: COC(=O)c1nc(Br)cc([N+](=O)[O-])c1Cl. As a reaction SMILES: [Br:10][c:11]1[cH:12][cH:13][c:14]([Cl:21])[c:15]([C:17](=[O:18])[O:19][CH3:20])[n:16]1.[OH2:22].[OH:1][N+:2]([O-:3])=[O:4].[S:5](=[O:6])(=[O:7])([OH:8])[OH:9]>>[O-:1][N+:2](=[O:4])[c:13]1[cH:12][c:11]([Br:10])[n:16][c:15]([C:17](=[O:18])[O:19][CH3:20])[c:14]1[Cl:21]. Starting materials: N[C@@H](CCCCN)C(=O)O (lysine), C(C=C)OC1=C(C=C(C=C1)CC(=O)O)Cl (4-allyloxy-3-chlorophenylacetic acid). Solvent: O (water), C(C)O (ethyl alcohol). Product: C(=O)=O (CO2), solution, C(O)(O)=O.N[C@@H](CCCCN)C(=O)O (lysine carbonate). Isolated yield 30.0%. RXN SMILES: C([O:4]C1C=CC(C[C:12]([OH:14])=[O:13])=CC=1Cl)C=C.[NH2:16][C@H:17]([C:23]([OH:25])=[O:24])[CH2:18][CH2:19][CH2:20][CH2:21][NH2:22]>C(O)C.O>[C:12](=[O:14])=[O:13].[C:23](=[O:24])([OH:4])[OH:25].[NH2:16][C@H:17]([C:23]([OH:25])=[O:24])[CH2:18][CH2:19][CH2:20][CH2:21][NH2:22] |f:5.6|. Reported procedure: 226.6 g of 4-allyloxy-3-chlorophenylacetic acid are dissolved in 1200 ml of 25% ethyl alcohol. Separately 146 g of lysine are dissolved in water which is then, saturated with CO2, so as to obtain a 30% solution of lysine carbonate. The reactants are Cl.NO (hydroxylamine hydrochloride), [H-].[Na+] (sodium hydride), C(C1=CC=CC=C1)N1C(C2C(C1=O)C(N(C2C2=CC=C(C#N)C=C2)C)C)=O ((1RS,3SR,3aRS,6aSR)-4-(5-benzyl-2,3-dimethyl-4,6-dioxo-octahydro-pyrrolo[3,4-c]pyrrol-1-yl)-benzonitrile). Run in CN(C)C=O (DMF), CN(C)C=O (DMF). Run at temperature 0 celsius, time 5 day. Product: NC(C1=CC=C(C=C1)C1C2C(C(N1C)C)C(N(C2=O)CC2=CC=CC=C2)=O)=NO ((3aRS,4SR,6RS,6aSR)-4-[4-(amino-hydroxyimino-methyl)-phenyl]-2-benzyl-5,6-dimethyl-tetrahydro-pyrrolo[3,4-c]pyrrole-1,3-dione). Isolated yield 48.2%. RXN SMILES: Cl.[NH2:2][OH:3].[H-].[Na+].[CH2:6]([N:13]1[C:17](=[O:18])[CH:16]2[CH:19]([CH3:31])[N:20]([CH3:30])[CH:21]([C:22]3[CH:29]=[CH:28][C:25]([C:26]#[N:27])=[CH:24][CH:23]=3)[CH:15]2[C:14]1=[O:32])[C:7]1[CH:12]=[CH:11][CH:10]=[CH:9][CH:8]=1>CN(C=O)C>[NH2:27][C:26](=[N:2][OH:3])[C:25]1[CH:28]=[CH:29][C:22]([CH:21]2[N:20]([CH3:30])[CH:19]([CH3:31])[CH:16]3[C:17](=[O:18])[N:13]([CH2:6][C:7]4[CH:12]=[CH:11][CH:10]=[CH:9][CH:8]=4)[C:14](=[O:32])[CH:15]23)=[CH:23][CH:24]=1 |f:0.1,2.3|. Procedure: 841 mg (12.12 mmol) of hydroxylamine hydrochloride were suspended in 4 ml of DMF and cooled to 0° C. 303 mg (10.1 mmol) of 80% sodium hydride were added slowly. 365 mg (1.01 mmol) of (1RS,3SR,3aRS,6aSR)-4-(5-benzyl-2,3-dimethyl-4,6-dioxo-octahydro-pyrrolo[3,4-c]pyrrol-1-yl)-benzonitrile were dissolved in DMF and added to the reaction mixture. The cooling was thereafter no longer renewed. The mixture was stirred at room temperature for 5 days. Thereafter, it was filtered and the solvent was remov... The reactants are COC(=O)C(=O)c1ccc(OCCOc2ccc(OC)c(OC)c2)cc1, CO, Cl, [Na+], [OH-]. Yields the product COc1ccc(OCCOc2ccc(C(=O)C(=O)O)cc2)cc1OC. Reaction SMILES: [CH3:1][O:2][C:3]([C:4]([c:5]1[cH:6][cH:7][c:8]([O:11][CH2:12][CH2:13][O:14][c:15]2[cH:16][c:17]([O:23][CH3:24])[c:18]([O:21][CH3:22])[cH:19][cH:20]2)[cH:9][cH:10]1)=[O:25])=[O:26].[CH3:28][OH:29].[ClH:27].[Na+:31].[OH-:30]>>[O:2]=[C:3]([C:4]([c:5]1[cH:6][cH:7][c:8]([O:11][CH2:12][CH2:13][O:14][c:15]2[cH:16][c:17]([O:23][CH3:24])[c:18]([O:21][CH3:22])[cH:19][cH:20]2)[cH:9][cH:10]1)=[O:25])[OH:26]. Reactants: C(C)OC1=CC=C(C=C1)NC(=O)NC(C(CBr)Br)=O (N-(4-ethoxyphenyl)-N'-(2,3-dibromopropionyl)-urea), potassium tert. -butylate. The solvent is C(C)(C)(C)O (tert.-butanol). Reaction conditions: temperature 120 celsius. Product: C(C)OC1=CC=C(C=C1)N1C(NC(C1=C)=O)=O (1-(4-ethoxyphenyl)-5-methylene-2,4-dioxo-imidazolidine). Yield: 72.6%. RXN SMILES: [CH2:1]([O:3][C:4]1[CH:9]=[CH:8][C:7]([NH:10][C:11]([NH:13][C:14](=[O:19])[CH:15](Br)[CH2:16]Br)=[O:12])=[CH:6][CH:5]=1)[CH3:2]>C(O)(C)(C)C>[CH2:1]([O:3][C:4]1[CH:9]=[CH:8][C:7]([N:10]2[C:15](=[CH2:16])[C:14](=[O:19])[NH:13][C:11]2=[O:12])=[CH:6][CH:5]=1)[CH3:2]. Procedure details: 70 g (0.178 mole) of N-(4-ethoxyphenyl)-N'-(2,3-dibromopropionyl)-urea and 72 g of potassium tert. -butylate (90% strength, about 0.58 mole) in 400 ml of tert.-butanol were heated under reflux for 30 minutes, the solvent was distilled off and the residue was warmed to 120° C. in vacuo for 20 minutes. The batch was then taken up in 500 ml of hot water, the mixture was filtered and the filtrate was acidified with dilute hydrochloric acid. The product which had precipitated was filtered off and dri... Starting materials: CS(C)=O, CCN(C(C)C)C(C)C, Cc1cc(C(=O)NC(CCCCN)c2nc3cc(Cl)ccc3[nH]2)ccc1C(=O)N1CCCC1, O=C1CCC(C(=O)O)N1. RXN SMILES: [CH3:52][S:53]([CH3:54])=[O:55].[CH:34]([N:35]([CH:36]([CH3:37])[CH3:38])[CH2:39][CH3:40])([CH3:41])[CH3:42].[NH2:1][CH2:2][CH2:3][CH2:4][CH2:5][CH:6]([c:7]1[n:8][c:9]2[c:10]([nH:11]1)[cH:12][cH:13][c:14]([Cl:16])[cH:15]2)[NH:17][C:18]([c:19]1[cH:20][c:21]([CH3:32])[c:22]([C:25](=[O:26])[N:27]2[CH2:28][CH2:29][CH2:30][CH2:31]2)[cH:23][cH:24]1)=[O:33].[OH:43][C:44](=[O:45])[CH:46]1[CH2:47][CH2:48][C:49](=[O:50])[NH:51]1>>[NH:1]([CH2:2][CH2:3][CH2:4][CH2:5][CH:6]([c:7]1[n:8][c:9]2[c:10]([nH:11]1)[cH:12][cH:13][c:14]([Cl:16])[cH:15]2)[NH:17][C:18]([c:19]1[cH:20][c:21]([CH3:32])[c:22]([C:25](=[O:26])[N:27]2[CH2:28][CH2:29][CH2:30][CH2:31]2)[cH:23][cH:24]1)=[O:33])[C:44](=[O:43])[CH:46]1[CH2:47][CH2:48][C:49](=[O:50])[NH:51]1. The product is Cc1cc(C(=O)NC(CCCCNC(=O)C2CCC(=O)N2)c2nc3cc(Cl)ccc3[nH]2)ccc1C(=O)N1CCCC1. As a reaction SMILES: [OH:1][C:2]1[CH:6]=[C:5]([CH2:7][CH2:8][C:9]([OH:11])=O)[O:4][N:3]=1.[NH2:12][CH2:13][CH2:14][CH:15]1[CH2:20][CH2:19][N:18]([C:21]([O:23][C:24]([CH3:27])([CH3:26])[CH3:25])=[O:22])[CH2:17][CH2:16]1>>[OH:1][C:2]1[CH:6]=[C:5]([CH2:7][CH2:8][C:9]([NH:12][CH2:13][CH2:14][CH:15]2[CH2:16][CH2:17][N:18]([C:21]([O:23][C:24]([CH3:27])([CH3:26])[CH3:25])=[O:22])[CH2:19][CH2:20]2)=[O:11])[O:4][N:3]=1. Starting materials: OC1=NOC(=C1)CCC(=O)O (3-(3-hydroxyisoxazol-5-yl)propanoic acid), NCCC1CCN(CC1)C(=O)OC(C)(C)C (tert-butyl 4-(2-aminoethyl)piperidine-1-carboxylate). Procedure: The title compound was prepared from commercially available 3-(3-hydroxyisoxazol-5-yl)propanoic acid and tert-butyl 4-(2-aminoethyl)piperidine-1-carboxylate analogously to Example 21 (step 2); The product is OC1=NOC(=C1)CCC(=O)NCCC1CCN(CC1)C(=O)OC(C)(C)C (tert-Butyl 4-(2-(3-(3-hydroxyisoxazol-5-yl)propanamido)ethyl)piperidine-1-carboxylate).